This data is from the Open Reaction Database (ORD), a public repository of structured organic reaction records. The task is: describe an organic reaction: reactants, conditions, products, and yield Reactants: C(=O)(O)C1=C(C=CC=C1)CC1C(C2=CC(=CC=C2C1)OC)=O (2-(2-Carboxyphenyl)methyl-6-methoxy-1-indanone), [Al+3].[Cl-].[Cl-].[Cl-] (AlCl3), C1(=CC=CC=C1)C (toluene), [NH4+].[Cl-] (NH4Cl). Conditions: temperature 60 celsius, time 14 hour. Product: C(=O)(OC)C1=C(C=CC=C1)CC1C(C2=CC(=CC=C2C1)O)=O (2-(2-Carbomethoxyphenyl)methyl-6-hydroxy-1-indanone). The yield is 70.0%. As a reaction SMILES: [C:1]([C:4]1[CH:9]=[CH:8][CH:7]=[CH:6][C:5]=1[CH2:10][CH:11]1[CH2:19][C:18]2[C:13](=[CH:14][C:15]([O:20]C)=[CH:16][CH:17]=2)[C:12]1=[O:22])([OH:3])=[O:2].[Al+3].[Cl-].[Cl-].[Cl-].[NH4+].[Cl-].[C:29]1(C)C=CC=CC=1>>[C:1]([C:4]1[CH:9]=[CH:8][CH:7]=[CH:6][C:5]=1[CH2:10][CH:11]1[CH2:19][C:18]2[C:13](=[CH:14][C:15]([OH:20])=[CH:16][CH:17]=2)[C:12]1=[O:22])([O:3][CH3:29])=[O:2] |f:1.2.3.4,5.6|. Procedure details: To a solution of the product of Step 2 (25 g, 84.5 mmol) in toluene (1.2 L) at 60° C. was added AlCl3 (45 g, 338 mmol) in portions. The mixture was stirred at 60° C. for 14 hrs. NH4Cl solution was added and the mixture was extracted with EtOAc. The crude concentrated extract was treated with excess CH2N2 in Et2O. Chromatography of the resulting product on silica gel (eluted with 30% EtOAc/hexane) gave 17.5 g (70%) of the title compound. Reactants: CCOC(=O)C(=O)c1ccc(Cl)c(Cl)c1, CCO, NOC1CCCC1. Product: CCOC(=O)C(=NOC1CCCC1)c1ccc(Cl)c(Cl)c1. As a reaction SMILES: [CH2:1]([CH3:2])[O:3][C:4]([C:5](=[O:6])[c:7]1[cH:8][c:9]([Cl:14])[c:10]([Cl:13])[cH:11][cH:12]1)=[O:15].[CH3:23][CH2:24][OH:25].[CH:16]1([O:21][NH2:22])[CH2:17][CH2:18][CH2:19][CH2:20]1>>[CH2:1]([CH3:2])[O:3][C:4]([C:5]([c:7]1[cH:8][c:9]([Cl:14])[c:10]([Cl:13])[cH:11][cH:12]1)=[N:22][O:21][CH:16]1[CH2:17][CH2:18][CH2:19][CH2:20]1)=[O:15]. Reactants: C=CCBr, CCOCC, COC(=O)c1ccc2c(C3CCCCC3)c(-c3ccccc3CO[Si](C(C)C)(C(C)C)C(C)C)[nH]c2c1, CN(C)C=O. The product is C=CCn1c(-c2ccccc2CO[Si](C(C)C)(C(C)C)C(C)C)c(C2CCCCC2)c2ccc(C(=O)OC)cc21. Reaction SMILES: [CH2:43]([CH:44]=[CH2:45])[Br:46].[CH3:47][CH2:48][O:49][CH2:50][CH3:51].[CH:1]1([c:7]2[c:8](-[c:20]3[c:21]([CH2:26][O:27][Si:28]([CH:29]([CH3:30])[CH3:31])([CH:32]([CH3:33])[CH3:34])[CH:35]([CH3:36])[CH3:37])[cH:22][cH:23][cH:24][cH:25]3)[nH:9][c:10]3[cH:11][c:12]([C:16](=[O:17])[O:18][CH3:19])[cH:13][cH:14][c:15]23)[CH2:2][CH2:3][CH2:4][CH2:5][CH2:6]1.[O:38]=[CH:39][N:40]([CH3:41])[CH3:42]>>[CH:1]1([c:7]2[c:8](-[c:20]3[c:21]([CH2:26][O:27][Si:28]([CH:29]([CH3:30])[CH3:31])([CH:32]([CH3:33])[CH3:34])[CH:35]([CH3:36])[CH3:37])[cH:22][cH:23][cH:24][cH:25]3)[n:9]([CH2:45][CH:44]=[CH2:43])[c:10]3[cH:11][c:12]([C:16](=[O:17])[O:18][CH3:19])[cH:13][cH:14][c:15]23)[CH2:2][CH2:3][CH2:4][CH2:5][CH2:6]1. The reactants are CCCCCOc1ccc(-c2nn3cc(-c4ccc(C(=O)OCC)cc4)nc3s2)cc1, CO, Cl, O=C(O)C(F)(F)F, [Na+], C1CCOC1, [OH-]. Yields the product CCCCCOc1ccc(-c2nn3cc(-c4ccc(C(=O)O)cc4)nc3s2)cc1. Reaction SMILES: [CH2:8]([CH3:9])[O:10][C:11]([c:12]1[cH:13][cH:14][c:15](-[c:18]2[n:19][c:20]3[s:21][c:22](-[c:26]4[cH:27][cH:28][c:29]([O:32][CH2:33][CH2:34][CH2:35][CH2:36][CH3:37])[cH:30][cH:31]4)[n:23][n:24]3[cH:25]2)[cH:16][cH:17]1)=[O:38].[CH3:39][OH:40].[ClH:43].[F:1][C:2]([F:3])([F:4])[C:5]([OH:6])=[O:7].[Na+:42].[O:44]1[CH2:45][CH2:46][CH2:47][CH2:48]1.[OH-:41]>>[O:10]=[C:11]([c:12]1[cH:13][cH:14][c:15](-[c:18]2[n:19][c:20]3[s:21][c:22](-[c:26]4[cH:27][cH:28][c:29]([O:32][CH2:33][CH2:34][CH2:35][CH2:36][CH3:37])[cH:30][cH:31]4)[n:23][n:24]3[cH:25]2)[cH:16][cH:17]1)[OH:38].